From a dataset of the Open Reaction Database (ORD), a public repository of structured organic reaction records. describe an organic reaction: reactants, conditions, products, and yield Starting materials: BrC=1C=NC=CC1C (3-bromo-4-methyl-pyridine), NC1=CC=C(C=N1)C=1N=NN(C1)C=1C=C(C(=O)NC2=C(C(=CC(=C2)C(C)(C)C)NS(=O)(=O)C)OC)C=CC1C (3-[4-(6-amino-pyridin-3-yl)-[1,2,3]triazol-1-yl]-N-(5-tert-butyl-3-methanesulfonylamino-2-methoxy-phenyl)-4-methyl-benzamide). The product is C(#C)C=1C=NC=CC1C (3-Ethynyl-4-methyl-pyridine). RXN SMILES: Br[C:2]1[CH:3]=[N:4][CH:5]=[CH:6][C:7]=1[CH3:8].N[C:10]1N=CC(C2N=NN(C3C=C(C=CC=3C)C(NC3C=C(C(C)(C)C)C=C(NS(C)(=O)=O)C=3OC)=O)C=2)=C[CH:11]=1>>[C:10]([C:2]1[CH:3]=[N:4][CH:5]=[CH:6][C:7]=1[CH3:8])#[CH:11]. Reported procedure: 3-Ethynyl-4-methyl-pyridine was prepared from 3-bromo-4-methyl-pyridine in the same manner as 2-amino-3-ethynyl pyridine (Example 15). Starting materials: ClC(C=O)CC1=CC2=C(N=C(S2)SC)C=C1 (2-chloro-3-(2-(methylthio)benzo[d]thiazol-6-yl)propanal), NC1=CC=C(N=N1)C#N (6-aminopyridazine-3-carbonitrile), O (water). Run in C(CCC)O (1-butanol). Yields the product CSC=1SC2=C(N1)C=CC(=C2)CC2=CN=C1N2N=C(C=C1)C#N (3-((2-(methylthio)benzo[d]thiazol-6-yl)methyl)imidazo[1,2-b]pyridazine-6-carbonitrile). The yield is 43.2%. RXN SMILES: Cl[CH:2]([CH2:5][C:6]1[CH:16]=[CH:15][C:9]2[N:10]=[C:11]([S:13][CH3:14])[S:12][C:8]=2[CH:7]=1)[CH:3]=O.[NH2:17][C:18]1[N:23]=[N:22][C:21]([C:24]#[N:25])=[CH:20][CH:19]=1.O>C(O)CCC>[CH3:14][S:13][C:11]1[S:12][C:8]2[CH:7]=[C:6]([CH2:5][C:2]3[N:23]4[N:22]=[C:21]([C:24]#[N:25])[CH:20]=[CH:19][C:18]4=[N:17][CH:3]=3)[CH:16]=[CH:15][C:9]=2[N:10]=1. Procedure: A stirred mixture of 2-chloro-3-(2-(methylthio)benzo[d]thiazol-6-yl)propanal from Step 4 of Example 117 (1.3 g, 4.8 mmol) and 6-aminopyridazine-3-carbonitrile (0.8 g, 7.2 mmol) in 1-butanol (48 mL) was heated at reflux overnight. The mixture was cooled to rt and water (100 mL) was added. The mixture was extracted with EtOAc (3×60 mL, and the combined organic layers were washed with brine, dried over Na2SO4, filtered and concentrated under reduced pressure. The residue was purified by silica gel ...